The task is: describe an organic reaction: reactants, conditions, products, and yield. This data is from the Open Reaction Database (ORD), a public repository of structured organic reaction records. The reactants are aryl amine, CC(C)(C)[O-].[Na+] (NaOtBu), ClC=1C=C(C=C(C1)C)C (5-Chloro-m-xylene), C(CCCCCC)NC (heptylmethylamine), C1(=CC=CC=C1)C (toluene), C1(=CC=CC=C1)C (toluene), ligand 4, C1(=CC=CC=C1)C (toluene). Reagents/catalysts: [Pd] (Pd), C=1C=CC(=CC1)/C=C/C(=O)/C=C/C2=CC=CC=C2.C=1C=CC(=CC1)/C=C/C(=O)/C=C/C2=CC=CC=C2.[Pd] (Pd(dba)2). Run in CCOCC (ether). Conditions: temperature 105 celsius. The product is CC1=C(C=CC=C1)C1=C(C=CC=C1)C (2,2′-Dimethyl-1,1′-biphenyl). The yield is 126.1%. Reaction SMILES: CC([O-])(C)C.[Na+].Cl[C:8]1[CH:9]=[C:10](C)[CH:11]=[C:12]([CH3:14])[CH:13]=1.[CH2:16](NC)[CH2:17][CH2:18][CH2:19][CH2:20][CH2:21][CH3:22].C1(C)C=CC=CC=1>CCOCC.[Pd].C1C=CC(/C=C/C(/C=C/C2C=CC=CC=2)=O)=CC=1.C1C=CC(/C=C/C(/C=C/C2C=CC=CC=2)=O)=CC=1.[Pd]>[CH3:16][C:17]1[CH:22]=[CH:21][CH:20]=[CH:19][C:18]=1[C:13]1[CH:8]=[CH:9][CH:10]=[CH:11][C:12]=1[CH3:14] |f:0.1,7.8.9|. Procedure: This is an example of Pd/ligand 4-catalyzed aryl amination reaction for aryl amine synthesis. A reaction tube containing NaOtBu (120 mg, 1.25 mmol) was thoroughly evacuated and purged with argon. 5-Chloro-m-xylene (0.14 mL, 1.04 mmol), heptylmethylamine (0.21 mL, 1.25 mmol), a toluene solution of Pd(dba)2 (1.2 mL, 1.0 mg/mL, 2.1 μmol) and a toluene solution of ligand 4 (2.5 mL, 1.0 mg/mL, 6.2 ,μmol) and toluene (0.3 mL) were added to the reaction tube and the reaction was heated at 105° C. for 2...